Dataset: the Open Reaction Database (ORD), a public repository of structured organic reaction records. Task: describe an organic reaction: reactants, conditions, products, and yield Starting materials: O (water), CC1C(C2=C(C(=C(C=C2C1)OC)Cl)Cl)=O (2-methyl-5-methoxy-6,7-dichloro-1-indanone), C1(CCCC1)Br (cyclopentyl bromide), CC(C)([O-])C.[K+] (potassium tert.-butoxide). The solvent is C(C)(C)(C)O (tert.-butyl alcohol). Reaction conditions: time 1 hour. Yields the product C1(CCCC1)C1(C(C2=C(C(=C(C=C2C1)OC)Cl)Cl)=O)C (2-cyclopentyl-2-methyl-5-methoxy-6,7-dichloro-1-indanone). RXN SMILES: [CH3:1][CH:2]1[CH2:10][C:9]2[C:4](=[C:5]([Cl:14])[C:6]([Cl:13])=[C:7]([O:11][CH3:12])[CH:8]=2)[C:3]1=[O:15].CC(C)([O-])C.[K+].[CH:22]1(Br)[CH2:26][CH2:25][CH2:24][CH2:23]1.O>C(O)(C)(C)C>[CH:22]1([C:2]2([CH3:1])[CH2:10][C:9]3[C:4](=[C:5]([Cl:14])[C:6]([Cl:13])=[C:7]([O:11][CH3:12])[CH:8]=3)[C:3]2=[O:15])[CH2:26][CH2:25][CH2:24][CH2:23]1 |f:1.2|. Procedure details: A solution of 2-methyl-5-methoxy-6,7-dichloro-1-indanone (7.35 g., 0.03 mole) in tert.-butyl alcohol (100 ml.) is refluxed in an inert atmosphere and treated with potassium tert.-butoxide (4.48 G., 0.04 mole). After onehalf hour at reflux cyclopentyl bromide (9.9 g., 0.06 mole) is added and refluxing is continued for 1 hour. The reaction is poured into water (1 l.) affording 2-cyclopentyl-2-methyl-5-methoxy-6,7-dichloro-1-indanone which melts at 109°-111°C. Starting materials: C(=O)(O)[C@@H](O)[C@H](O)C(=O)O.C(C1=CC=CC=C1)N1CC(CC1)C=1NC(C2=CC=CC(=C2C1)C)=O ((−)-3-(1-Benzylpyrrolidin-3-yl)-5-methyl-2H-isoquinolin-1-one D-tartrate), C(Cl)Cl (methylene chloride), [OH-].[Na+] (sodium hydroxide), O (water). Solvent: CO (methanol). Product: C(C1=CC=CC=C1)N1CC(CC1)C=1NC(C2=CC=CC(=C2C1)C)=O ((−)-3-(1-benzylpyrrolidin-3-yl)-5-methyl-2H-isoquinolin-1-one). Yield: 104.3%. As a reaction SMILES: C([C@H]([C@@H](C(O)=O)O)O)(O)=O.[CH2:11]([N:18]1[CH2:22][CH2:21][CH:20]([C:23]2[NH:24][C:25](=[O:34])[C:26]3[C:31]([CH:32]=2)=[C:30]([CH3:33])[CH:29]=[CH:28][CH:27]=3)[CH2:19]1)[C:12]1[CH:17]=[CH:16][CH:15]=[CH:14][CH:13]=1.C(Cl)Cl.[OH-].[Na+].O>CO>[CH2:11]([N:18]1[CH2:22][CH2:21][CH:20]([C:23]2[NH:24][C:25](=[O:34])[C:26]3[C:31]([CH:32]=2)=[C:30]([CH3:33])[CH:29]=[CH:28][CH:27]=3)[CH2:19]1)[C:12]1[CH:17]=[CH:16][CH:15]=[CH:14][CH:13]=1 |f:0.1,3.4|. Procedure details: Subsequently, the crystals recovered from the mother liquor of the recrystallization was recrystallized three times from methanol to yield (11.74 g). (−)-3-(1-Benzylpyrrolidin-3-yl)-5-methyl-2H-isoquinolin-1-one D-tartrate (38.8 g) was stirred in methanol (150 ml)-methylene chloride (300 ml), 1N aqueous sodium hydroxide solution (200 ml) and water (100 ml) were added dropwise to alkalify the solution. The methylene chloride layer was partitioned and washed with water, and then dried over magnesi... Starting materials: C(CCC)[C@@H]1[C@H](O1)C(=O)O ((2S-trans)-3-butyl-oxirane carboxylic acid), CCCCC(C(CC[C@H]1[C@@H](CC(=O)[C@@H]1CCCCCCC(=O)O)O)O)(F)F.C1CCC(CC1)NC2CCCCC2 (dicyclohexylammonium salt), N[C@@H]1[C@H](CCCC1)O ((1S,2S)-2-aminocyclohexanol), C(C(C)(C)C)(=O)Cl (pivaloyl chloride). Solvent: O1CCCC1 (tetrahydrofuran), O1CCCC1 (tetrahydrofuran). Conditions: time 15 minute. The product is O[C@@H]1[C@H](CCCC1)NC(=O)[C@H]1O[C@@H]1CCCC ((2S-trans)-N-[(1S,2S)-2-hydroxycyclohexane-1-yl]-3-butyloxiranecarboxamide). Yield: 100.0%. RXN SMILES: [CH2:1]([C@H:5]1[O:7][C@@H:6]1[C:8]([OH:10])=O)[CH2:2][CH2:3][CH3:4].CCCCC(F)(F)C(O)CC[C@@H]1[C@@H](CCCCCCC(O)=O)C(=O)C[C@H]1O.C1CCC(NC2CCCCC2)CC1.C(Cl)(=O)C(C)(C)C.[NH2:58][C@H:59]1[CH2:64][CH2:63][CH2:62][CH2:61][C@@H:60]1[OH:65]>O1CCCC1>[OH:65][C@H:60]1[CH2:61][CH2:62][CH2:63][CH2:64][C@@H:59]1[NH:58][C:8]([C@@H:6]1[C@@H:5]([CH2:1][CH2:2][CH2:3][CH3:4])[O:7]1)=[O:10] |f:1.2|. Procedure details: Under ice-cooling, to 20 ml of an anhydrous tetrahydrofuran solution containing 2.3 g (7 mmol) of (2S-trans)-3-butyl-oxirane carboxylic acid.dicyclohexylammonium salt was added 2 ml of an anhydrous tetrahydrofuran solution containing 844 mg (7 mmol) of pivaloyl chloride, and the mixture was stirred at the same temperature for 15 minutes. Moreover, the temperature of the reaction mixture was returned to room temperature and the mixture was further stirred for 2 hours. After removing insoluble mat... The reactants are C[Si](C)(C)CCOCn1c(N2CCN(c3ncccc3C(F)(F)F)CC2)nc2cc(Br)c(C(F)(F)F)cc21, CC(C)(C)P(c1ccccc1-c1ccccc1)C(C)(C)C, CC(C)(C)[O-], Cc1ccccc1, CCOC(C)=O, NCCc1cccc(C(F)(F)F)c1, [Na+], O=C(C=Cc1ccccc1)C=Cc1ccccc1, O=C(C=Cc1ccccc1)C=Cc1ccccc1, O=C(C=Cc1ccccc1)C=Cc1ccccc1, [Pd], [Pd]. Yields the product C[Si](C)(C)CCOCn1c(N2CCN(c3ncccc3C(F)(F)F)CC2)nc2cc(NCCc3cccc(C(F)(F)F)c3)c(C(F)(F)F)cc21. RXN SMILES: [Br:1][c:2]1[cH:3][c:4]2[c:5]([n:6]([CH2:25][O:26][CH2:27][CH2:28][Si:29]([CH3:30])([CH3:31])[CH3:32])[c:7]([N:9]3[CH2:10][CH2:11][N:12]([c:15]4[n:16][cH:17][cH:18][cH:19][c:20]4[C:21]([F:22])([F:23])[F:24])[CH2:13][CH2:14]3)[n:8]2)[cH:33][c:34]1[C:35]([F:36])([F:37])[F:38].[C:52]([P:53]([C:54]([CH3:55])([CH3:56])[CH3:57])[c:58]1[cH:59][cH:60][cH:61][cH:62][c:63]1-[c:64]1[cH:65][cH:66][cH:67][cH:68][cH:69]1)([CH3:70])([CH3:71])[CH3:72].[CH3:73][C:74]([CH3:75])([O-:76])[CH3:77].[CH3:79][c:80]1[cH:81][cH:82][cH:83][cH:84][cH:85]1.[CH3:86][CH2:87][O:88][C:89]([CH3:90])=[O:91].[F:39][C:40]([c:41]1[cH:42][c:43]([CH2:47][CH2:48][NH2:49])[cH:44][cH:45][cH:46]1)([F:50])[F:51].[Na+:78].[O:112]=[C:113]([CH:114]=[CH:115][c:116]1[cH:117][cH:118][cH:119][cH:120][cH:121]1)[CH:122]=[CH:123][c:124]1[cH:125][cH:126][cH:127][cH:128][cH:129]1.[O:130]=[C:131]([CH:132]=[CH:133][c:134]1[cH:135][cH:136][cH:137][cH:138][cH:139]1)[CH:140]=[CH:141][c:142]1[cH:143][cH:144][cH:145][cH:146][cH:147]1.[O:94]=[C:95]([CH:96]=[CH:97][c:98]1[cH:99][cH:100][cH:101][cH:102][cH:103]1)[CH:104]=[CH:105][c:106]1[cH:107][cH:108][cH:109][cH:110][cH:111]1.[Pd:92].[Pd:93]>>[c:2]1([NH:49][CH2:48][CH2:47][c:43]2[cH:42][c:41]([C:40]([F:39])([F:50])[F:51])[cH:46][cH:45][cH:44]2)[cH:3][c:4]2[c:5]([n:6]([CH2:25][O:26][CH2:27][CH2:28][Si:29]([CH3:30])([CH3:31])[CH3:32])[c:7]([N:9]3[CH2:10][CH2:11][N:12]([c:15]4[n:16][cH:17][cH:18][cH:19][c:20]4[C:21]([F:22])([F:23])[F:24])[CH2:13][CH2:14]3)[n:8]2)[cH:33][c:34]1[C:35]([F:36])([F:37])[F:38]. The reactants are CCOCCn1c(CN2CCN(CCN)CC2)nc2cccnc21, C1CCOC1, S=C=S. The product is CCOCCn1c(CN2CCN(CCN=C=S)CC2)nc2cccnc21. RXN SMILES: [CH2:4]([CH3:5])[O:6][CH2:7][CH2:8][n:9]1[c:10]([CH2:18][N:19]2[CH2:20][CH2:21][N:22]([CH2:25][CH2:26][NH2:27])[CH2:23][CH2:24]2)[n:11][c:12]2[c:13]1[n:14][cH:15][cH:16][cH:17]2.[O:28]1[CH2:29][CH2:30][CH2:31][CH2:32]1.[S:1]=[C:2]=[S:3]>>[C:2](=[S:3])=[N:27][CH2:26][CH2:25][N:22]1[CH2:21][CH2:20][N:19]([CH2:18][c:10]2[n:9]([CH2:8][CH2:7][O:6][CH2:4][CH3:5])[c:13]3[c:12]([n:11]2)[cH:17][cH:16][cH:15][n:14]3)[CH2:24][CH2:23]1. The reactants are CC1([C@@H](N2[C@H](S1)[C@@H](C2=O)NC(=O)CC=3C=CC=CC3)C(=O)[O-])C.[K+] (penicillin), C[C@H]1[C@@]([C@H]([C@@H](O1)O[C@@H]2[C@H]([C@@H]([C@H]([C@@H]([C@H]2O)O)NC(=N)N)O)NC(=N)N)O[C@H]3[C@H]([C@@H]([C@H]([C@@H](O3)CO)O)O)NC)(C=O)O (streptomycin), N[C@@H](CCC(N)=O)C(=O)O (glutamine), Nucleoside. Yields the product [C@@H]1(C=C[C@@H](CO)O1)N1C(=O)N=C(N)C=C1 (2'3'-dideoxy-2',3'-didehydrocytidine). Reaction SMILES: [CH3:1][C:2]1(C)S[C@@H]2[C@H](NC(CC3C=CC=CC=3)=O)[C:8](=[O:9])[N:4]2[C@H:3]1C([O-])=O.[K+].C[C@@H]1O[C@@H](O[C@H]2[C@H](O)[C@@H](O)[C@H]([NH:40]C(N)=N)[C@@H](O)[C@@H]2NC(N)=N)[C@H](O[C@@H]2O[C@@H](CO)[C@H](O)[C@@H](O)[C@@H]2NC)[C@@]1(O)C=O.N[C@H:66]([C:72]([OH:74])=O)[CH2:67][CH2:68][C:69](=[O:71])[NH2:70]>>[C@@H:69]1([N:70]2[CH:1]=[CH:2][C:3]([NH2:40])=[N:4][C:8]2=[O:9])[O:71][C@H:66]([CH2:72][OH:74])[CH:67]=[CH:68]1 |f:0.1|. Reported procedure: Nucleoside Analogs: One millimolar solutions were prepared in glass distilled water and filter sterilized through 0.2μ filters. Subsequent dilutions were prepared in RPMI 1640 medium containing 15% fetal calf serum, penicillin, streptomycin and glutamine.